This data is from the Open Reaction Database (ORD), a public repository of structured organic reaction records. The task is: describe an organic reaction: reactants, conditions, products, and yield Starting materials: C(CCC)OC1=NC(=C2N=C(N(C2=N1)CCCC1NCCCC1)OC)N (2-(butyloxy)-8-(methyloxy)-9-[3-(2-piperidinyl)propyl]-9H-purin-6-amine), ICCCC (1-iodobutane). The product is NC1=C2NC(N(C2=NC(=N1)OCCCC)CCCC1N(CCCC1)CCCC)=O (6-Amino-2-(butyloxy)-9-[3-(1-butyl-2-piperidinyl)propyl]-7,9-dihydro-8H-purin-8-one). Reaction SMILES: [CH2:1]([O:5][C:6]1[N:14]=[C:13]2[C:9]([N:10]=[C:11]([O:24]C)[N:12]2[CH2:15][CH2:16][CH2:17][CH:18]2[CH2:23][CH2:22][CH2:21][CH2:20][NH:19]2)=[C:8]([NH2:26])[N:7]=1)[CH2:2][CH2:3][CH3:4].I[CH2:28][CH2:29][CH2:30][CH3:31]>>[NH2:26][C:8]1[N:7]=[C:6]([O:5][CH2:1][CH2:2][CH2:3][CH3:4])[N:14]=[C:13]2[C:9]=1[NH:10][C:11](=[O:24])[N:12]2[CH2:15][CH2:16][CH2:17][CH:18]1[CH2:23][CH2:22][CH2:21][CH2:20][N:19]1[CH2:28][CH2:29][CH2:30][CH3:31]. Procedure: Prepared similarly to Example 14 from 2-(butyloxy)-8-(methyloxy)-9-[3-(2-piperidinyl)propyl]-9H-purin-6-amine and 1-iodobutane. Starting materials: ClC1=C(C=CC(=C1)I)NC1=C(C(N(C(N1C)=O)C)=O)C(=O)OC1=CC=CC=C1 (Phenyl 6-(2-chloro-4-iodophenylamino)-1,3-dimethyl-2,4-dioxo-1,2,3,4-tetrahydropyrimidine-5-carboxylate), C(C)(C)(C)OCCON (O-(2-tert-butoxyethyl)hydroxylamine). Run in C1CCOC1 (THF). Conditions: temperature 100 celsius. Product: C(C)(C)(C)OCCONC(=O)C=1C(N(C(N(C1NC1=C(C=C(C=C1)I)Cl)C)=O)C)=O (N-(2-tert-butoxyethoxy)-6-(2-chloro-4-iodophenylamino)-1,3-dimethyl-2,4-dioxo-1,2,3,4-tetrahydropyrimidine-5-carboxamide). Reaction SMILES: [Cl:1][C:2]1[CH:7]=[C:6]([I:8])[CH:5]=[CH:4][C:3]=1[NH:9][C:10]1[N:15]([CH3:16])[C:14](=[O:17])[N:13]([CH3:18])[C:12](=[O:19])[C:11]=1[C:20](OC1C=CC=CC=1)=[O:21].[C:29]([O:33][CH2:34][CH2:35][O:36][NH2:37])([CH3:32])([CH3:31])[CH3:30]>C1COCC1>[C:29]([O:33][CH2:34][CH2:35][O:36][NH:37][C:20]([C:11]1[C:12](=[O:19])[N:13]([CH3:18])[C:14](=[O:17])[N:15]([CH3:16])[C:10]=1[NH:9][C:3]1[CH:4]=[CH:5][C:6]([I:8])=[CH:7][C:2]=1[Cl:1])=[O:21])([CH3:32])([CH3:31])[CH3:30]. Procedure: Phenyl 6-(2-chloro-4-iodophenylamino)-1,3-dimethyl-2,4-dioxo-1,2,3,4-tetrahydropyrimidine-5-carboxylate (Example 23; 100 mg, 0.195 mmol, 1 eq) and O-(2-tert-butoxyethyl)hydroxylamine (See, WO05/110410; 260 mg, 1.95 mmol, 10 eq) were mixed in anhydrous THF (3 ml) and heated at 100° C. for 50 minutes in a microwave reactor. The protected product Example 24 was isolated by HPLC. [M+H] calc'd for C19H24ClIN4O5, 551; found, 551.